Dataset: the Open Reaction Database (ORD), a public repository of structured organic reaction records. Task: describe an organic reaction: reactants, conditions, products, and yield The reactants are CCCc1c(OCc2ccc(NC(=O)Nc3cccc(C(=O)OCC)c3)cc2)ccc(C(C)=O)c1O, CO, Cl, [Na+], C1CCOC1, [OH-], O. The product is CCCc1c(OCc2ccc(NC(=O)Nc3cccc(C(=O)O)c3)cc2)ccc(C(C)=O)c1O. As a reaction SMILES: [CH2:1]([CH3:2])[O:3][C:4]([c:5]1[cH:6][c:7]([NH:11][C:12](=[O:13])[NH:14][c:15]2[cH:16][cH:17][c:18]([CH2:21][O:22][c:23]3[c:24]([CH2:33][CH2:34][CH3:35])[c:25]([OH:32])[c:26]([C:29]([CH3:30])=[O:31])[cH:27][cH:28]3)[cH:19][cH:20]2)[cH:8][cH:9][cH:10]1)=[O:36].[CH3:46][OH:47].[ClH:44].[Na+:43].[O:37]1[CH2:38][CH2:39][CH2:40][CH2:41]1.[OH-:42].[OH2:45]>>[O:3]=[C:4]([c:5]1[cH:6][c:7]([NH:11][C:12](=[O:13])[NH:14][c:15]2[cH:16][cH:17][c:18]([CH2:21][O:22][c:23]3[c:24]([CH2:33][CH2:34][CH3:35])[c:25]([OH:32])[c:26]([C:29]([CH3:30])=[O:31])[cH:27][cH:28]3)[cH:19][cH:20]2)[cH:8][cH:9][cH:10]1)[OH:36].